Dataset: the Open Reaction Database (ORD), a public repository of structured organic reaction records. Task: describe an organic reaction: reactants, conditions, products, and yield The reactants are ClC=1C=CC(=C(C(=O)NC=2SC3=C(N2)CCOC3(C)C)C1)OC (5-chloro-N-(4,4-dimethyl-6,7-dihydro-4H-pyrano[4,3-d]thiazol-2-yl)-2-methoxybenzamide), CC(C)([O-])C.[K+] (potassium tert-butoxide), BrCC(C)C (1-bromo-2-methylpropane). The reagents and catalysts are [I-].C(CCC)[N+](CCCC)(CCCC)CCCC (tetrabutylammonium iodide). Solvent: CN(C)C=O.C1CCOC1 (DMF THF). Run at temperature 80 celsius, time 16 hour. Product: ClC=1C=CC(=C(C(=O)\N=C\2/SC3=C(N2CC(C)C)CCOC3(C)C)C1)OC ((Z)-5-chloro-N-(1-isobutyl-4,4-dimethyl-6,7-dihydro-1H-pyrano[4,3-d]thiazol-2(4H)-ylidene)-2-methoxybenzamide). Isolated yield 7.9%. Reaction SMILES: [Cl:1][C:2]1[CH:3]=[CH:4][C:5]([O:22][CH3:23])=[C:6]([CH:21]=1)[C:7]([NH:9][C:10]1[S:11][C:12]2[C:18]([CH3:20])([CH3:19])[O:17][CH2:16][CH2:15][C:13]=2[N:14]=1)=[O:8].[CH3:24][C:25]([CH3:28])([O-])[CH3:26].[K+].BrCC(C)C>CN(C=O)C.C1COCC1.[I-].C([N+](CCCC)(CCCC)CCCC)CCC>[Cl:1][C:2]1[CH:3]=[CH:4][C:5]([O:22][CH3:23])=[C:6]([CH:21]=1)[C:7](/[N:9]=[C:10]1\[S:11][C:12]2[C:18]([CH3:19])([CH3:20])[O:17][CH2:16][CH2:15][C:13]=2[N:14]\1[CH2:24][CH:25]([CH3:28])[CH3:26])=[O:8] |f:1.2,4.5,6.7|. Procedure: To a solution of Example 89F (1.0 g, 2.8 mmol) in DMF/THF (1:4, 20 mL) were added potassium tert-butoxide (0.35 g, 3.1 mmol, Aldrich), 1-bromo-2-methylpropane (0.43 g, 3.1 mmol, Aldrich) and tetrabutylammonium iodide (0.1 g, 0.3 mmol, Aldrich). The reaction mixture was stirred at 80° C. for 16 h, cooled to room temperature, quenched with saturated aqueous NaHCO3 (20 mL). The aqueous layer was extracted with ethyl acetate (3×20 mL). The combined organic extracts were dried over anhydrous (Na2SO4)... The reactants are C(C(=C)C)(=O)OCCOC(CC(=O)C)=O (2-acetoacetoxyethyl methacrylate), C(C(CCCC)O)O (1,2-hexanediol), CC=1C=CC(=CC1)S(=O)(=O)O (p-TsOH). Solvent: C1=CC=CC=C1 (benzene). The product is C(C(=C)C)(=O)OC(COC(C)=O)C1(OC(CO1)CCCC)C (α-(5-butyl-2-methyl-1,3-dioxolan-2-yl)-acetoxyethyl methacrylate). Yield: 77.0%. Reaction SMILES: [C:1]([O:6][CH2:7][CH2:8][O:9][C:10](=[O:15])[CH2:11]C(C)=O)(=[O:5])[C:2]([CH3:4])=[CH2:3].[CH2:16]([OH:23])[CH:17]([OH:22])[CH2:18][CH2:19][CH2:20][CH3:21].[CH3:24][C:25]1C=CC(S(O)(=O)=O)=CC=1>C1C=CC=CC=1>[C:1]([O:6][CH:7]([C:24]1([CH3:25])[O:23][CH2:16][CH:17]([CH2:18][CH2:19][CH2:20][CH3:21])[O:22]1)[CH2:8][O:9][C:10](=[O:15])[CH3:11])(=[O:5])[C:2]([CH3:4])=[CH2:3]. Procedure: As described in Example 1, the above compound is prepared from 2-acetoacetoxyethyl methacrylate (42.8 g) and 1,2-hexanediol (26 g) in benzene (200 ml) with p-TsOH catalysis under a water separator. Yield: 77% of theory, boiling point=130°-136° C./0.02 mbar. The reactants are FC=1C(=C2C(C(=CN(C2=C(C1F)F)[C@H]1[C@H](C1)F)C(=O)O)=O)O (6,7,8-trifluoro-[(1R,2S)-2-fluorocyclopropyl]-1,4-dihydro-5-hydroxy-4-oxoquinoline-3-carboxylic acid), C(CC(O)(C(=O)O)CC(=O)O)(=O)O (citric acid), [OH-].[Na+] (sodium hydroxide), C(C1=CC=CC=C1)OC(=O)N1C[C@H](CC1)C1(CC1)CNC(=O)OC(C)(C)C ((R)-1-benzyloxycarbonyl-3-(1-tert-butoxycarbonylaminomethylcyclopropyl)pyrrolidine), [H][H] (hydrogen), C(C)#N (acetonitrile). The reagents and catalysts are [C].[Pd] (palladium-carbon). The solvent is C(C)N(CC)CC (triethylamine), CO (methanol). Run at time 3.5 hour. The product is NC1(CC1)[C@H]1CN(CC1)C1=C(C(=C2C(C(=CN(C2=C1F)[C@H]1[C@H](C1)F)C(=O)O)=O)O)F (7-[(3R)-3-(1-Aminocyclopropyl)-1-pyrrolidinyl]-6,8-difluoro-1-[(1R,2S)-2-fluorocyclopropyl]-1,4-dihydro-5-hydroxy-4-oxoquinoline-3-carboxylic acid). Isolated yield 82.0%. As a reaction SMILES: C(O[C:9]([N:11]1[CH2:15][CH2:14][C@H:13]([C:16]2(CNC(OC(C)(C)C)=O)[CH2:18][CH2:17]2)[CH2:12]1)=O)C1C=CC=CC=1.[H][H].[F:30][C:31]1[C:32]([OH:51])=[C:33]2[C:38](=[C:39]([F:42])C=1F)[N:37]([C@@H:43]1[CH2:45][C@@H:44]1[F:46])[CH:36]=[C:35]([C:47]([OH:49])=[O:48])[C:34]2=[O:50].C(O)(=O)CC(CC(O)=O)(C(O)=O)O.[OH-].[Na+].C(#[N:69])C>CO.[C].[Pd].C(N(CC)CC)C>[NH2:69][C:16]1([C@@H:13]2[CH2:14][CH2:15][N:11]([C:9]3[C:39]([F:42])=[C:38]4[C:33]([C:34](=[O:50])[C:35]([C:47]([OH:49])=[O:48])=[CH:36][N:37]4[C@@H:43]4[CH2:45][C@@H:44]4[F:46])=[C:32]([OH:51])[C:31]=3[F:30])[CH2:12]2)[CH2:17][CH2:18]1 |f:4.5,8.9|. Reported procedure: A 360 mg (1.00 mmol) portion of (R)-1-benzyloxycarbonyl-3-(1-tert-butoxycarbonylaminomethylcyclopropyl)pyrrolidine was dissolved in 10 ml of methanol to which was subsequently added 125 mg of 5% (v/v) palladium-carbon to carry out 3.5 hours of stirring at room temperature in a stream of hydrogen. After filtration through celite, methanol was evaporated. The resulting residue was mixed with 1 ml of triethylamine and 159 mg (0.50 mmol) of 6,7,8-trifluoro-[(1R,2S)-2-fluorocyclopropyl]-1,4-dihydro-5... Reactants: CC1=CC=C(C=C1)S(=O)(=O)OC[C@@H]1OC2=C(C=CC=C2CC1)OC ([(2R)-8-methoxy-3,4-dihydro-2H-chromen-2-yl]methyl 4-methylbenzenesulfonate), FC1=CC=C2C(=CNC2=C1)C=1CCNCC1 (6-fluoro-3-(1,2,3,6-tetrahydro-4-pyridinyl)-1H-indole). Solvent: C(C)(=O)OCC (ethyl acetate), CS(=O)C (methyl sulfoxide). Reaction conditions: temperature 80 celsius. The product is FC1=CC=C2C(=CNC2=C1)C=1CCN(CC1)C[C@@H]1OC2=C(C=CC=C2CC1)OC (6-fluoro-3-(1-{[(2R)-8-methoxy-3,4-dihydro-2H-chromen-2-yl]methyl}-1,2,3,6-tetrahydro-4-pyridinyl)-1H-indole). Yield: 61.9%. RXN SMILES: CC1C=CC(S(O[CH2:12][C@H:13]2[CH2:22][CH2:21][C:20]3[C:15](=[C:16]([O:23][CH3:24])[CH:17]=[CH:18][CH:19]=3)[O:14]2)(=O)=O)=CC=1.[F:25][C:26]1[CH:34]=[C:33]2[C:29]([C:30]([C:35]3[CH2:36][CH2:37][NH:38][CH2:39][CH:40]=3)=[CH:31][NH:32]2)=[CH:28][CH:27]=1>CS(C)=O.C(OCC)(=O)C>[F:25][C:26]1[CH:34]=[C:33]2[C:29]([C:30]([C:35]3[CH2:36][CH2:37][N:38]([CH2:12][C@H:13]4[CH2:22][CH2:21][C:20]5[C:15](=[C:16]([O:23][CH3:24])[CH:17]=[CH:18][CH:19]=5)[O:14]4)[CH2:39][CH:40]=3)=[CH:31][NH:32]2)=[CH:28][CH:27]=1. Reported procedure: To a solution of [(2R)-8-methoxy-3,4-dihydro-2H-chromen-2-yl]methyl 4-methylbenzenesulfonate (0.348 g, 1.00 mmol) in methyl sulfoxide (20 mL) was added 6-fluoro-3-(1,2,3,6-tetrahydro-4-pyridinyl)-1H-indole (0.865 g, 4.00 mmol) and the reaction mixture was heated to 80° C. for 12 h. The reaction mixture was allowed to cool to room temperature and was diluted with ethyl acetate (200 mL), washed with water (2×100 mL), aqueous sodium chloride (100 mL), dried (magnesium sulfate) and the solvent was r... The reagents and catalysts are [Pd] (palladium on carbon). As a reaction SMILES: [Cl-:1].[OH:2][CH2:3][CH2:4][N+:5]1[CH:9]=[CH:8][N:7]([CH2:10][CH2:11][CH2:12][NH:13][C:14]2[N:19]3[N:20]=[CH:21][C:22]([N+:23]([O-])=O)=[C:18]3[N:17]=[C:16]([CH3:26])[CH:15]=2)[CH:6]=1.[H][H]>C(O)C.[Pd]>[ClH:1].[ClH:1].[Cl-:1].[NH2:23][C:22]1[CH:21]=[N:20][N:19]2[C:14]([NH:13][CH2:12][CH2:11][CH2:10][N:7]3[CH:8]=[CH:9][N+:5]([CH2:4][CH2:3][OH:2])=[CH:6]3)=[CH:15][C:16]([CH3:26])=[N:17][C:18]=12 |f:0.1,5.6.7.8|. Procedure details: 3.5 g of 1-(2-hydroxyethyl)-3-[3-(5-methyl-3-nitropyrazolo[1,5-a]pyrimidin-7-ylamino)propyl]-3H-imidazol-1-ium chloride in 150 cc of ethanol and then 0.39 g of 5% palladium on carbon (containing 50% water) were introduced into a 250 cc hydrogenator. Between 11 and 12 bars' pressure of hydrogen were introduced into the reactor and the reaction medium was brought to 60° C. After 4 hours of reaction, the catalyst was filtered over Celite and a stream of gaseous hydrochloric acid was passed through ... The yield is 3.0%. Reactants: [Cl-].OCC[N+]1=CN(C=C1)CCCNC1=CC(=NC=2N1N=CC2[N+](=O)[O-])C (1-(2-hydroxyethyl)-3-[3-(5-methyl-3-nitropyrazolo[1,5-a]pyrimidin-7-ylamino)propyl]-3H-imidazol-1-ium chloride), [H][H] (hydrogen). Run in C(C)O (ethanol). Product: Cl.Cl.[Cl-].NC=1C=NN2C1N=C(C=C2NCCCN2C=[N+](C=C2)CCO)C (3-[3-(3-amino-5-methylpyrazolo-[1,5-a]pyrimidin-7-ylamino)propyl]-1-(2-hydroxyethyl)-3H-imidazol-1-ium chloride dihydrochloride). Starting materials: C(C1=CC=CC=C1)(=O)C1=C(C=CC=C1)C(C1=CC=CC=C1)=O (1,2-bis(benzoyl)benzene), O.NN (hydrazine monohydrate), O (water). Run in C(C)(=O)O (acetic acid). Product: C1(=CC=CC=C1)C1=NN=C(C2=CC=CC=C12)C1=CC=CC=C1 (1,4-Bis(phenyl)phthalazine). The yield is 100.0%. As a reaction SMILES: [C:1]([C:9]1[CH:14]=[CH:13][CH:12]=[CH:11][C:10]=1[C:15](=O)[C:16]1[CH:21]=[CH:20][CH:19]=[CH:18][CH:17]=1)(=O)[C:2]1[CH:7]=[CH:6][CH:5]=[CH:4][CH:3]=1.O.[NH2:24][NH2:25].O>C(O)(=O)C>[C:2]1([C:1]2[C:9]3[C:10](=[CH:11][CH:12]=[CH:13][CH:14]=3)[C:15]([C:16]3[CH:21]=[CH:20][CH:19]=[CH:18][CH:17]=3)=[N:25][N:24]=2)[CH:7]=[CH:6][CH:5]=[CH:4][CH:3]=1 |f:1.2|. Procedure: To a cooled solution of 1,2-bis(benzoyl)benzene (286.32, 0.5 g, 1.75 mmol) in glacial acetic acid (12 ml) was added hydrazine monohydrate (3.5 mL) dropwise. The reaction mixture was refluxed for 4 hours. The resulting bright brown solution was added with water to produce pale yellow precipitate, yield 100%. This was used to the next reaction for complex without further purification. MS: m/z 283.0 (M+). The reactants are N1=CC(=CC=C1)C1=NOC(=N1)C=1C=C(C=CC1)C(C)=O (1-(3-(3-(pyridin-3-yl)-1,2,4-oxadiazol-5-yl)phenyl)ethanone), [BH4-].[Na+] (sodium borohydride). Run in C(C)O (ethanol). Product: N1=CC(=CC=C1)C1=NOC(=N1)C=1C=C(C=CC1)C(C)O (1-(3-(3-(pyridin-3-yl)-1,2,4-oxadiazol-5-yl)phenyl)ethanol). Reaction SMILES: [N:1]1[CH:6]=[CH:5][CH:4]=[C:3]([C:7]2[N:11]=[C:10]([C:12]3[CH:13]=[C:14]([C:18](=[O:20])[CH3:19])[CH:15]=[CH:16][CH:17]=3)[O:9][N:8]=2)[CH:2]=1.[BH4-].[Na+]>C(O)C>[N:1]1[CH:6]=[CH:5][CH:4]=[C:3]([C:7]2[N:11]=[C:10]([C:12]3[CH:13]=[C:14]([CH:18]([OH:20])[CH3:19])[CH:15]=[CH:16][CH:17]=3)[O:9][N:8]=2)[CH:2]=1 |f:1.2|. Procedure details: A solution of the product of Example 68 (265 mg, 1.0 mmol) in ethanol (5 mL) was stirred with sodium borohydride (Aldrich, 83 mg, 2.2 mmol) at room temperature for 16 hours. The inorganic solid was filtered off with a syringe filter and the liquid mixture was purified by preparative HPLC (Gilson, column, Xbridge® 5 μm, 30×100 mm. eluting solvent, acetonitrile/water (pH=10, NH4HCO3—NH3.H2O buffer), v. 5/95 to 95/5 over 35 minutes, flow rate, 40 mL/minute, uv, 234 nm). Fractions of the desired pro...